From a dataset of the Open Reaction Database (ORD), a public repository of structured organic reaction records. describe an organic reaction: reactants, conditions, products, and yield Starting materials: CO, COC(=O)COc1ccc([N+](=O)[O-])cn1, [H][H]. The product is COC(=O)COc1ccc(N)cn1. Reaction SMILES: [CH3:18][OH:19].[CH3:1][O:2][C:3]([CH2:4][O:5][c:6]1[n:7][cH:8][c:9]([N+:12]([O-:13])=[O:14])[cH:10][cH:11]1)=[O:15].[H:16][H:17]>>[CH3:1][O:2][C:3]([CH2:4][O:5][c:6]1[n:7][cH:8][c:9]([NH2:12])[cH:10][cH:11]1)=[O:15]. Starting materials: NC1=NN2C(CN1)=C(N=C2CCC)C (2-Amino-3,4-dihydro-5-methyl-7-propylimidazo [5,1-f]-as-triazine), Cl (hydrogen chloride). Solvent: C(C)O (ethanol), CCOCC (ether). Product: Cl.NC1=NN2C(CN1)=C(N=C2CCC)C (2-Amino-3,4-dihydro-5-methyl-7-propylimidazo[5,1-f]-as-triazine, hydrochloride). Reaction SMILES: [NH2:1][C:2]1[NH:7][CH2:6][C:5]2=[C:8]([CH3:14])[N:9]=[C:10]([CH2:11][CH2:12][CH3:13])[N:4]2[N:3]=1.[ClH:15]>C(O)C.CCOCC>[ClH:15].[NH2:1][C:2]1[NH:7][CH2:6][C:5]2=[C:8]([CH3:14])[N:9]=[C:10]([CH2:11][CH2:12][CH3:13])[N:4]2[N:3]=1 |f:4.5|. Procedure: 2-Amino-3,4-dihydro-5-methyl-7-propylimidazo [5,1-f]-as-triazine (2 g.) in ethanol was treated with a solution of hydrogen chloride in ether. The solid was collected and crystallised from a mixture of ethanol and ether to give a white solid m.p. 263° (decomp.). The reactants are NC1=C(C(=NC=C1Cl)Cl)Cl (4-amino-2,3,5-trichloropyridine), C(CO)O (ethylene glycol), [OH-].[K+] (potassium hydroxide), C(CO)O (ethylene glycol). Conditions: temperature 108 celsius. Product: NC1=C(C(=NC=C1Cl)OCCO)Cl (4-Amino-3,5-dichloro-2-(2-hydroxyethoxy)pyridine). RXN SMILES: [NH2:1][C:2]1[C:7]([Cl:8])=[CH:6][N:5]=[C:4](Cl)[C:3]=1[Cl:10].[OH-].[K+].[CH2:13]([OH:16])[CH2:14][OH:15]>>[NH2:1][C:2]1[C:7]([Cl:8])=[CH:6][N:5]=[C:4]([O:15][CH2:14][CH2:13][OH:16])[C:3]=1[Cl:10] |f:1.2|. Procedure: A mixture of 200 grams (1.1 mole) of 4-amino-2,3,5-trichloropyridine in 500 milliliters of ethylene glycol was heated at 108° C., with agitation, until a solution was obtained. To this solution was added over a 20-minute period, while the temperature was raised to 123° C., a solution of 70 grams (1.25 mole) of potassium hydroxide dissolved in 300 milliliters of ethylene glycol. The temperature was raised to 150°-151° C. and agitation was maintained for 2 hours. The reaction mixture was cooled an... Reactants: C(C)(=O)O (acetic acid), [OH-].[K+] (potassium hydroxide), OO (hydrogen peroxide), C(#N)C=1C=C(C=CC1)CN1NC(=C2C1=NC(=NC2=O)C2=CC=NC=C2)C (1-(3-cyanophenylmethyl)-3-methyl-6-(4-pyridyl)-pyrazolo[3,4-d]pyrimidin-4-one). The solvent is O (water). Run at time 30 minute. Product: C(N)(=O)C=1C=C(C=CC1)CN1NC(=C2C1=NC(=NC2=O)C2=CC=NC=C2)C (1-(3-carbamoylphenylmethyl)-3-methyl-6-(4-pyridyl)-pyrazolo[3,4-d]pyrimidin-4-one). Yield: 73.0%. Reaction SMILES: [OH-].[K+].[C:3]([C:5]1[CH:6]=[C:7]([CH2:11][N:12]2[C:16]3=[N:17][C:18]([C:22]4[CH:27]=[CH:26][N:25]=[CH:24][CH:23]=4)=[N:19][C:20](=[O:21])[C:15]3=[C:14]([CH3:28])[NH:13]2)[CH:8]=[CH:9][CH:10]=1)#[N:4].OO.C(O)(=[O:33])C>O>[C:3]([C:5]1[CH:6]=[C:7]([CH2:11][N:12]2[C:16]3=[N:17][C:18]([C:22]4[CH:23]=[CH:24][N:25]=[CH:26][CH:27]=4)=[N:19][C:20](=[O:21])[C:15]3=[C:14]([CH3:28])[NH:13]2)[CH:8]=[CH:9][CH:10]=1)(=[O:33])[NH2:4] |f:0.1|. Procedure: A mixture of potassium hydroxide (0.7 g, 9.9 mmol) in water (75 ml) was stirred in an ice-bath for 30 minutes and 1-(3-cyanophenylmethyl)-3-methyl-6-(4-pyridyl)-pyrazolo[3,4-d]pyrimidin-4-one (1.1 g, 3.3 mmol), followed by 30% hydrogen peroxide (1.7 ml, 16.5 mmol) were added. The mixture was slowly warmed to room temperature and stirred for 24 hours. The mixture was chilled in an ice-bath and neutralized with acetic acid. The product was collected by filtration and washed with water, ethanol and... Reactants: O=C1CCC(=O)N1Br, ClC(Cl)(Cl)Cl, Nc1cc(C(F)(F)F)nn1-c1c(Cl)cc(C(F)(F)F)cc1Cl. The product is Nc1c(Br)c(C(F)(F)F)nn1-c1c(Cl)cc(C(F)(F)F)cc1Cl. RXN SMILES: [Br:23][N:24]1[C:25](=[O:26])[CH2:27][CH2:28][C:29]1=[O:30].[C:31]([Cl:32])([Cl:33])([Cl:34])[Cl:35].[NH2:1][c:2]1[cH:3][c:4]([C:19]([F:20])([F:21])[F:22])[n:5][n:6]1-[c:7]1[c:8]([Cl:18])[cH:9][c:10]([C:14]([F:15])([F:16])[F:17])[cH:11][c:12]1[Cl:13]>>[NH2:1][c:2]1[c:3]([Br:23])[c:4]([C:19]([F:20])([F:21])[F:22])[n:5][n:6]1-[c:7]1[c:8]([Cl:18])[cH:9][c:10]([C:14]([F:15])([F:16])[F:17])[cH:11][c:12]1[Cl:13]. Reactants: CC1=C(OCCCC2=CC(=NO2)C)C(=CC(=C1)C1=NOC(=N1)C(Cl)(Cl)Cl)C (5-{3-[2,6-Dimethyl-4-(5-trichloromethyl-1,2,4-oxadiazol-3-yl)-phenoxy]propyl}-3-methylisoxazole), CN (methylamine). The solvent is CN(C=O)C (dimethylformamide), O (water). Conditions: time 18 hour. The product is CC1=C(OCCCC2=CC(=NO2)C)C(=CC(=C1)C1=NOC(N1)=NC)C (5-{3-[2,6-Dimethyl-4-(5-methylimino-4,5-dihydro-1,2,4-oxadiazol-3-yl)phenoxy]propyl}-3-methylisoxazole). The yield is 37.5%. RXN SMILES: [CH3:1][C:2]1[CH:17]=[C:16]([C:18]2[N:22]=[C:21](C(Cl)(Cl)Cl)[O:20][N:19]=2)[CH:15]=[C:14]([CH3:27])[C:3]=1[O:4][CH2:5][CH2:6][CH2:7][C:8]1[O:12][N:11]=[C:10]([CH3:13])[CH:9]=1.[CH3:28][NH2:29]>CN(C)C=O.O>[CH3:1][C:2]1[CH:17]=[C:16]([C:18]2[NH:22][C:21](=[N:29][CH3:28])[O:20][N:19]=2)[CH:15]=[C:14]([CH3:27])[C:3]=1[O:4][CH2:5][CH2:6][CH2:7][C:8]1[O:12][N:11]=[C:10]([CH3:13])[CH:9]=1. Procedure details: The product of Example 12 (1.00 g, 2.32 mmol) was added to 5 ml of 40% aqueous methylamine in dimethylformamide (3-5 mL) and the mixture was stirred at room temperature for 18 hours. The reaction mixture was diluted with water and extracted with ethyl acetate (3x). The combined organic extracts were washed with water, brine, dried (MgSO4) and concentrated in vacuo. The crude residue (0.54 g) was purified by chromatography (Silica Gel 60, first with 2% methanol in methylene chloride and then with... Conditions: time 2 hour. Procedure details: 1.0 g (2.73 mmol) of N-(benzylsulfinyl)acetyl-4-chloro-anthranilic acid methyl ester is placed in 10 ml of tetrahydrofuran at 0°, and 0.13 g (3 mmol) of sodium hydride dispersion in oil (55%) is added thereto. The mixture is then stirred for 15 minutes at 0° and for 2 hours at room temperature. Water is added and the reaction mixture is then adjusted to pH 2-3 with 1N hydrochloric acid and extracted with ethyl acetate. The organic phases are washed with water and brine, combined, dried with sodi... The solvent is O1CCCC1 (tetrahydrofuran). RXN SMILES: C[O:2][C:3](=O)[C:4]1[C:5](=[CH:19][C:20]([Cl:23])=[CH:21][CH:22]=1)[NH:6][C:7](=[O:18])[CH2:8][S:9]([CH2:11][C:12]1[CH:17]=[CH:16][CH:15]=[CH:14][CH:13]=1)=[O:10].[H-].[Na+].O.Cl>O1CCCC1>[Cl:23][C:20]1[CH:19]=[C:5]2[C:4]([C:3]([OH:2])=[C:8]([S:9]([CH2:11][C:12]3[CH:17]=[CH:16][CH:15]=[CH:14][CH:13]=3)=[O:10])[C:7](=[O:18])[NH:6]2)=[CH:22][CH:21]=1 |f:1.2|. Yields the product ClC1=CC=C2C(=C(C(NC2=C1)=O)S(=O)CC1=CC=CC=C1)O (7-chloro-3-(benzylsulfinyl)-4-hydroxy-2(1H)-quinolone). Starting materials: COC(C=1C(NC(CS(=O)CC2=CC=CC=C2)=O)=CC(=CC1)Cl)=O (N-(benzylsulfinyl)acetyl-4-chloro-anthranilic acid methyl ester), O (Water), [H-].[Na+] (sodium hydride), oil, Cl (hydrochloric acid). Reactants: BrC1=C2C=CC(=NC2=CC=C1F)C (5-bromo-6-fluoro-2-methylquinoline), C(C)OCC (diethyl ether), C[Mg]Cl (methylmagnesium chloride). The reagents and catalysts are [Ni+2].ClC(CP(C1=CC=CC=C1)C1=CC=CC=C1)(CP(C1=CC=CC=C1)C1=CC=CC=C1)Cl (dichloro[1,3-bisdiphenylphosphinopropane] nickel (II)). Solvent: O1CCCC1 (tetrahydrofuran). Conditions: time 8 hour. Product: CC1=NC2=CC=C(C(=C2C=C1)C)F (2,5-dimethyl-6-fluoroquinoline). RXN SMILES: Br[C:2]1[C:11]([F:12])=[CH:10][CH:9]=[C:8]2[C:3]=1[CH:4]=[CH:5][C:6]([CH3:13])=[N:7]2.[CH2:14](OCC)C.C[Mg]Cl>[Ni+2].ClC(Cl)(CP(C1C=CC=CC=1)C1C=CC=CC=1)CP(C1C=CC=CC=1)C1C=CC=CC=1.O1CCCC1>[CH3:13][C:6]1[CH:5]=[CH:4][C:3]2[C:8](=[CH:9][CH:10]=[C:11]([F:12])[C:2]=2[CH3:14])[N:7]=1 |f:3.4|. Procedure: Under a nitrogen atmosphere, 24.0 g (0.1 mole) of 5-bromo-6-fluoro-2-methylquinoline, 2.8 g (0.005 mole) of dichloro[1,3-bisdiphenylphosphinopropane] nickel (II) catalyst, and 380 ml of diethyl ether were combined. 44 ml of 3.17M methylmagnesium chloride in tetrahydrofuran was added dropwise at a rapid rate. The reaction was allowed to stir at room temperature overnight. The ether solution was decanted off into 200 ml of 3N hydrochloric acid in an ice bath, accompanied by vigorous stirring. The ... Starting materials: FC1=C(C(=C(C=C1)[C@@H](C[C@@](C=O)(C(F)(F)F)O)CC)OC)C ((2R,4R)-4-(4-fluoro-2-methoxy-3-methylphenyl)-2-hydroxy-2-(trifluoromethyl)hexanal), NC1=C2C=CC(NC2=C(C=C1)F)=O (5-amino-8-fluoroquinolin-2(1H)-one). The reagents and catalysts are CC(C)([O-])C.[Ti+4].CC(C)([O-])C.CC(C)([O-])C.CC(C)([O-])C (titanium tert-butoxide). Yields the product FC=1C=CC(=C2C=CC(NC12)=O)N=C[C@](C[C@@H](CC)C1=C(C(=C(C=C1)F)C)OC)(C(F)(F)F)O (8-fluoro-5-{[(2R,4R)-4-(4-fluoro-2-methoxy-3-methylphenyl)-2-hydroxy-2-(trifluoromethyl)hexylidene]amino}quinolin-2(1H)-one). RXN SMILES: [F:1][C:2]1[CH:7]=[CH:6][C:5]([C@H:8]([CH2:18][CH3:19])[CH2:9][C@:10]([OH:17])([C:13]([F:16])([F:15])[F:14])[CH:11]=O)=[C:4]([O:20][CH3:21])[C:3]=1[CH3:22].[NH2:23][C:24]1[CH:33]=[CH:32][C:31]([F:34])=[C:30]2[C:25]=1[CH:26]=[CH:27][C:28](=[O:35])[NH:29]2>CC(C)([O-])C.[Ti+4].CC(C)([O-])C.CC(C)([O-])C.CC(C)([O-])C>[F:34][C:31]1[CH:32]=[CH:33][C:24]([N:23]=[CH:11][C@@:10]([OH:17])([C:13]([F:16])([F:14])[F:15])[CH2:9][C@H:8]([C:5]2[CH:6]=[CH:7][C:2]([F:1])=[C:3]([CH3:22])[C:4]=2[O:20][CH3:21])[CH2:18][CH3:19])=[C:25]2[C:30]=1[NH:29][C:28](=[O:35])[CH:27]=[CH:26]2 |f:2.3.4.5.6|. Procedure details: In the same way as in Example 130, 300 mg (0.93 mmol) of (2R,4R)-4-(4-fluoro-2-methoxy-3-methylphenyl)-2-hydroxy-2-(trifluoromethyl)hexanal, 165 mg (0.93 mmol) of 5-amino-8-fluoroquinolin-2(1H)-one and 0.58 ml of titanium tert-butoxide are reacted to give 8-fluoro-5-{[(2R,4R)-4-(4-fluoro-2-methoxy-3-methylphenyl)-2-hydroxy-2-(trifluoromethyl)hexylidene]amino}quinolin-2(1H)-one. 280 mg of chromatographically purified imine (silica gel, hexane/ethyl acetate 0-75%) are cyclized in the same way as i...